From a dataset of the Open Reaction Database (ORD), a public repository of structured organic reaction records. describe an organic reaction: reactants, conditions, products, and yield Reactants: [Cl-], Cc1nccc(C(F)(F)F)c1CO. Yields the product Cc1nccc(C(F)(F)F)c1CCl. RXN SMILES: [Cl-:14].[OH:1][CH2:2][c:3]1[c:4]([CH3:13])[n:5][cH:6][cH:7][c:8]1[C:9]([F:10])([F:11])[F:12]>>[CH2:2]([c:3]1[c:4]([CH3:13])[n:5][cH:6][cH:7][c:8]1[C:9]([F:10])([F:11])[F:12])[Cl:14]. Reactants: [C]=O (carbon monoxide), ClC=1C=C(C=CC1)C (m-Chlorotoluene), C(C)(C)(C)OOC(C)(C)C (di-tert-butyl peroxide), Pd(Xantphos)Cl2, [C]=O (carbon monoxide), C(C)O (ethanol). Conditions: temperature 120 celsius, time 16 hour. The product is ClC=1C=C(C=CC1)CC(=O)OCC (ethyl m-chlorophenylacetate). Isolated yield 82.7%. RXN SMILES: [Cl:1][C:2]1[CH:3]=[C:4]([CH3:8])[CH:5]=[CH:6][CH:7]=1.C(O[O:14][C:15]([CH3:18])(C)C)(C)(C)C.[C]=O.[CH2:21]([OH:23])C>>[Cl:1][C:2]1[CH:3]=[C:4]([CH2:8][C:21]([O:14][CH2:15][CH3:18])=[O:23])[CH:5]=[CH:6][CH:7]=1 |^3:18|. Procedure: m-Chlorotoluene (1.89 g), ethanol (46 mg), di-tert-butyl peroxide (73 mg, 1 equivalent), and Pd(Xantphos)Cl2 (3.8 mg, 1 mol %) were added into a reaction kettle, into which 10 atm carbon monoxide was introduced. The reaction was heated to 120° C., and stirred at this constant temperature for 16 h. After the reaction was completed, carbon monoxide was discharged, and 82 mg ethyl m-chlorophenylacetate was obtained by column chromatography, in a yield of 83%. 1HNMR (400 MHz, CDCl3) δ 1.24 (t, J=7.2...